Dataset: the Open Reaction Database (ORD), a public repository of structured organic reaction records. Task: describe an organic reaction: reactants, conditions, products, and yield Starting materials: O=C1CCCC2=C1C(=CO2)C(=O)O (4-oxo-4,5,6,7-tetrahydrobenzofuran-3-carboxylic acid), C(C)(=O)Cl (acetyl chloride). Run in C(C)O (ethyl alcohol). Run at time 1 hour. The product is O=C1CCCC2=C1C(=CO2)C(=O)OCC (ethyl 4-oxo-4,5,6,7-tetrahydrobenzofuran-3-carboxylate). As a reaction SMILES: [O:1]=[C:2]1[C:7]2[C:8]([C:11]([OH:13])=[O:12])=[CH:9][O:10][C:6]=2[CH2:5][CH2:4][CH2:3]1.[C:14](Cl)(=O)[CH3:15]>C(O)C>[O:1]=[C:2]1[C:7]2[C:8]([C:11]([O:13][CH2:14][CH3:15])=[O:12])=[CH:9][O:10][C:6]=2[CH2:5][CH2:4][CH2:3]1. Procedure details: To a stirred suspension of 4-oxo-4,5,6,7-tetrahydrobenzofuran-3-carboxylic acid (28.2 g, 157 mmol) in ethyl alcohol (500 mL) under nitrogen at ambient temperature was added acetyl chloride(56 mL, 783 mmol) dropwise. After stirring 1 h, the solution was then heated at reflux for 1 h. The solution was cooled and concentrated in vacuo. The residue was taken up into dichloromethane, washed with aqueous sodium bicarbonate, washed quickly with 1N sodium hydroxide, dried over magnesium sulfate, filtere... Yields the product COC([C@H](C1=CC=CC=C1)N1C(N(C2=CC=CC=C2C1=O)CC1=CN(C2=CC=CC(=C12)C)C)=O)=O ((S)-[1-(1,4-dimethyl-1H-indol-3-ylmethyl)-2,4-dioxo-1,4-dihydro-2H-quinazolin-3-yl]-phenyl-acetic acid methyl ester). Reactants: CCOC(=O)C (EtOAc), COC([C@H](C1=CC=CC=C1)N1C(NC2=CC=CC=C2C1=O)=O)=O ((S)-(2,4-dioxo-1,4-dihydro-2H-quinazolin-3-yl)-phenyl-acetic acid methyl ester), [I-].CN1C=C(C2=C(C=CC=C12)C)C[N+](C)(C)C ((1,4-dimethyl-1H-indol-3-ylmethyl)-trimethylammonium iodide), C(=O)([O-])[O-].[K+].[K+] (K2CO3). Reaction conditions: temperature 60 celsius, time 4 hour. Procedure details: To a mixture of (S)-(2,4-dioxo-1,4-dihydro-2H-quinazolin-3-yl)-phenyl-acetic acid methyl ester (110 mg, 0.35 mmol) and (1,4-dimethyl-1H-indol-3-ylmethyl)-trimethylammonium iodide (180 mg, 0.52 mmol) in DMF (2.5 mL) is added K2CO3 (150 mg, 1.09 mmol). The mixture is stirred at 60° C. for 4 hours. The reaction mixture is allowed to cool to room temperature, dilutes with EtOAc (50 mL) and is washed with H2O (50 mL×3). The organic layer is dried over sodium sulfate and is concentrated. The resulting... The solvent is CN(C)C=O (DMF). Yield: 61.1%. As a reaction SMILES: [CH3:1][O:2][C:3](=[O:23])[C@@H:4]([N:11]1[C:20](=[O:21])[C:19]2[C:14](=[CH:15][CH:16]=[CH:17][CH:18]=2)[NH:13][C:12]1=[O:22])[C:5]1[CH:10]=[CH:9][CH:8]=[CH:7][CH:6]=1.[I-].[CH3:25][N:26]1[C:34]2[C:29](=[C:30]([CH3:35])[CH:31]=[CH:32][CH:33]=2)[C:28]([CH2:36][N+](C)(C)C)=[CH:27]1.C([O-])([O-])=O.[K+].[K+].CCOC(C)=O>CN(C=O)C>[CH3:1][O:2][C:3](=[O:23])[C@@H:4]([N:11]1[C:20](=[O:21])[C:19]2[C:14](=[CH:15][CH:16]=[CH:17][CH:18]=2)[N:13]([CH2:36][C:28]2[C:29]3[C:34](=[CH:33][CH:32]=[CH:31][C:30]=3[CH3:35])[N:26]([CH3:25])[CH:27]=2)[C:12]1=[O:22])[C:5]1[CH:6]=[CH:7][CH:8]=[CH:9][CH:10]=1 |f:1.2,3.4.5|. Reactants: B, C1CCOC1, Cc1ccc(-c2nc3ccc(C)cn3c2CC(=O)O)cc1, C1CCOC1. Product: Cc1ccc(-c2nc3ccc(C)cn3c2CCO)cc1. As a reaction SMILES: [BH3:27].[CH2:28]1[O:29][CH2:30][CH2:31][CH2:32]1.[CH3:1][c:2]1[cH:3][cH:4][c:5]2[n:6]([cH:7]1)[c:8]([CH2:18][C:19](=[O:20])[OH:21])[c:9](-[c:11]1[cH:12][cH:13][c:14]([CH3:17])[cH:15][cH:16]1)[n:10]2.[O:22]1[CH2:23][CH2:24][CH2:25][CH2:26]1>>[CH3:1][c:2]1[cH:3][cH:4][c:5]2[n:6]([cH:7]1)[c:8]([CH2:18][CH2:19][OH:20])[c:9](-[c:11]1[cH:12][cH:13][c:14]([CH3:17])[cH:15][cH:16]1)[n:10]2. Reactants: C1CCNCC1, CCO, Cc1cc2nncn2nc1Cl. Yields the product Cc1cc2nncn2nc1N1CCCCC1. RXN SMILES: [CH2:12]1[CH2:13][CH2:14][NH:15][CH2:16][CH2:17]1.[CH3:18][CH2:19][OH:20].[Cl:1][c:2]1[c:3]([CH3:11])[cH:4][c:5]2[n:6]([n:7]1)[cH:8][n:9][n:10]2>>[c:2]1([N:15]2[CH2:14][CH2:13][CH2:12][CH2:17][CH2:16]2)[c:3]([CH3:11])[cH:4][c:5]2[n:6]([n:7]1)[cH:8][n:9][n:10]2.